Dataset: the Open Reaction Database (ORD), a public repository of structured organic reaction records. Task: describe an organic reaction: reactants, conditions, products, and yield The reactants are C(C=C)OC(=O)N1[C@@H](C[C@H](C1)OS(=O)(=O)C)CO ((2S,4R)-1-allyloxycarbonyl-4-methanesulfonyloxypyrrolidine-2-methanol), C(C)(=S)[O-].[K+] (potassium thioacetate), C(C)(=O)OCC (ethyl acetate), ice water. The solvent is CN(C=O)C (dimethylformamide). Run at temperature 65 celsius, time 5 hour. Yields the product C(C)(=O)S[C@H]1C[C@H](N(C1)C(=O)OCC=C)CO ((2S,4S)-4-acetylthio-1-allyloxycarbonylpyrrolidine-2-methanol). Yield: 85.5%. Reaction SMILES: [CH2:1]([O:4][C:5]([N:7]1[CH2:11][C@H:10](OS(C)(=O)=O)[CH2:9][C@H:8]1[CH2:17][OH:18])=[O:6])[CH:2]=[CH2:3].[C:19]([O-:22])(=[S:21])[CH3:20].[K+].C(OCC)(=O)C>CN(C)C=O>[C:19]([S:21][C@@H:10]1[CH2:11][N:7]([C:5]([O:4][CH2:1][CH:2]=[CH2:3])=[O:6])[C@H:8]([CH2:17][OH:18])[CH2:9]1)(=[O:22])[CH3:20] |f:1.2|. Procedure details: A solution of (2S,4R)-1-allyloxycarbonyl-4-methanesulfonyloxypyrrolidine-2-methanol (19.32 g: 69.17 mmole) and 90% potassium thioacetate (10.73 g: 89.9 mmole) in dimethylformamide (217 ml) is heated with stirring at 65° C. for 5 hours. To the reaction mixture ethyl acetate (200 ml) and ice water (200 ml) are added. The organic layer is taken, successively washed with aqueous 0.05N-sodium hydroxide, 0.1N-hydrochloric acid, water and saturated brine, dried over magnesium sulfate, and concentrated ...